The task is: describe an organic reaction: reactants, conditions, products, and yield. This data is from the Open Reaction Database (ORD), a public repository of structured organic reaction records. Run in O (water). Conditions: time 23 hour. Procedure: A mixture of 7 g of 5,6-epoxy-4,4-dimethyl-tetrahydro-pyr-2-one, 35 ml of isopropanol and 350 mg of p-toluene sulfonic acid was stirred at room temperature for 23 hours and was diluted with water. The mixture was extracted with methylene chloride and the combined extracts were washed with aqueous saturated sodium bicarbonate solution, was dried and evaporated to dryness under reduced pressure. The 9.18 g of residue was chromatographed over silica and was eluted with a 1-1 mixture of hexane-ethyl... As a reaction SMILES: [O:1]1[CH:7]2[CH:2]1[C:3]([CH3:10])([CH3:9])[CH2:4][C:5](=[O:8])[O:6]2.[CH:11]([OH:14])([CH3:13])[CH3:12].C1(C)C=CC(S(O)(=O)=O)=CC=1>O>[CH:11]([O:14][CH:7]1[O:6][C:5](=[O:8])[CH2:4][C:3]([CH3:10])([CH3:9])[CH:2]1[OH:1])([CH3:13])[CH3:12]. Reactants: O1C2C(CC(OC21)=O)(C)C (5,6-epoxy-4,4-dimethyl-tetrahydro-pyr-2-one), C(C)(C)O (isopropanol), C1(=CC=C(C=C1)S(=O)(=O)O)C (p-toluene sulfonic acid). The product is C(C)(C)OC1C(C(CC(O1)=O)(C)C)O (6-isopropoxy-5-hydroxy-4,4-dimethyl-tetrahydro-pyr-2-one). The reactants are C(CCC)N1CCN(CC1)CCNC(=O)C1=NNC2=CC=CC=C12 (N-[2-(4-n-butyl-1-piperazinyl)ethyl]-1H-indazole-3-carboxamide), CCC(CC)Br (3-pentyl bromide). Product: C(CCC)N1CCN(CC1)CCNC(=O)C1=NN(C2=CC=CC=C12)C(CC)CC (N-[2-(4-n-Butyl-1-piperazinyl)ethyl]-1-(3-pentyl)indazole-3-carboxamide). As a reaction SMILES: [CH2:1]([N:5]1[CH2:10][CH2:9][N:8]([CH2:11][CH2:12][NH:13][C:14]([C:16]2[C:24]3[C:19](=[CH:20][CH:21]=[CH:22][CH:23]=3)[NH:18][N:17]=2)=[O:15])[CH2:7][CH2:6]1)[CH2:2][CH2:3][CH3:4].[CH3:25][CH2:26][CH:27](Br)[CH2:28][CH3:29]>>[CH2:1]([N:5]1[CH2:10][CH2:9][N:8]([CH2:11][CH2:12][NH:13][C:14]([C:16]2[C:24]3[C:19](=[CH:20][CH:21]=[CH:22][CH:23]=3)[N:18]([CH:27]([CH2:28][CH3:29])[CH2:26][CH3:25])[N:17]=2)=[O:15])[CH2:7][CH2:6]1)[CH2:2][CH2:3][CH3:4]. Reported procedure: The title compound was synthesized by using N-[2-(4-n-butyl-1-piperazinyl)ethyl]-1H-indazole-3-carboxamide obtained in Example 10 and 3-pentyl bromide according to the same process as in Example 12. Reactants: O=C([O-])O, CCOC(=O)CC(=O)C1CCC2C3CCC4CC(O)CCC4(C)C3C(=O)CC12C, CO, [K+], O. Yields the product COC(=O)CC(=O)C1CCC2C3CCC4CC(O)CCC4(C)C3C(=O)CC12C. As a reaction SMILES: [C:30](=[O:31])([OH:32])[O-:33].[CH2:1]([CH3:2])[O:3][C:4](=[O:5])[CH2:6][C:7]([CH:8]1[CH2:9][CH2:10][CH:11]2[CH:12]3[CH2:13][CH2:14][CH:15]4[CH2:16][CH:17]([OH:28])[CH2:18][CH2:19][C:20]4([CH3:21])[CH:22]3[C:23](=[O:27])[CH2:24][C:25]12[CH3:26])=[O:29].[CH3:36][OH:37].[K+:34].[OH2:35]>>[CH3:1][O:3][C:4](=[O:5])[CH2:6][C:7]([CH:8]1[CH2:9][CH2:10][CH:11]2[CH:12]3[CH2:13][CH2:14][CH:15]4[CH2:16][CH:17]([OH:28])[CH2:18][CH2:19][C:20]4([CH3:21])[CH:22]3[C:23](=[O:27])[CH2:24][C:25]12[CH3:26])=[O:29]. The reactants are CNC1CCNC1, COc1cc([N+](=O)[O-])ccc1Cl. Yields the product CNC1CCN(c2ccc([N+](=O)[O-])cc2OC)C1. Reaction SMILES: [CH3:13][NH:14][CH:15]1[CH2:16][NH:17][CH2:18][CH2:19]1.[Cl:1][c:2]1[c:3]([O:11][CH3:12])[cH:4][c:5]([N+:8](=[O:9])[O-:10])[cH:6][cH:7]1>>[c:2]1([N:17]2[CH2:16][CH:15]([NH:14][CH3:13])[CH2:19][CH2:18]2)[c:3]([O:11][CH3:12])[cH:4][c:5]([N+:8](=[O:9])[O-:10])[cH:6][cH:7]1. Starting materials: C(C)C(CC)(C1=CC(=C(C=C1)C#CC(C(F)(F)F)(C(F)(F)F)OCOC)C)C1=CC(=C(C=C1)B1OC(C(O1)(C)C)(C)C)C (2-(4-{1-ethyl-1-[3-methyl-4-(4,4,4-trifluoro-3-methoxymethoxy-3-trifluoromethyl-1-butynyl)-phenyl]-propyl}-2-methyl-phenyl)-4,4,5,5-tetramethyl-[1,3,2]dioxaborolane), P(=O)([O-])([O-])[O-].[K+].[K+].[K+] (potassium phosphate), COC(CC=1C=NC=C(C1)Br)=O ((5-bromo-pyridin-3-yl)acetic acid methyl ester), tetrakistriphenylphosphine palladium. The solvent is CN(C=O)C (N,N-dimethylformamide). Run at temperature 140 celsius. Product: COC(CC=1C=NC=C(C1)C1=C(C=C(C=C1)C(CC)(C1=CC(=C(C=C1)C#CC(C(F)(F)F)(C(F)(F)F)OCOC)C)CC)C)=O ([5-(4-{1-ethyl-1-[3-methyl-4-(4,4,4-trifluoro-3-methoxymethoxy-3-trifluoromethyl-1-butynyl)-phenyl]-propyl}-2-methyl-phenyl)-pyridin-3-yl]-acetic Acid Methyl Ester). Yield: 56.6%. Reaction SMILES: [CH2:1]([C:3]([C:28]1[CH:33]=[CH:32][C:31](B2OC(C)(C)C(C)(C)O2)=[C:30]([CH3:43])[CH:29]=1)([C:6]1[CH:11]=[CH:10][C:9]([C:12]#[C:13][C:14]([O:23][CH2:24][O:25][CH3:26])([C:19]([F:22])([F:21])[F:20])[C:15]([F:18])([F:17])[F:16])=[C:8]([CH3:27])[CH:7]=1)[CH2:4][CH3:5])[CH3:2].[CH3:44][O:45][C:46](=[O:55])[CH2:47][C:48]1[CH:49]=[N:50][CH:51]=[C:52](Br)[CH:53]=1.P([O-])([O-])([O-])=O.[K+].[K+].[K+]>CN(C)C=O>[CH3:44][O:45][C:46](=[O:55])[CH2:47][C:48]1[CH:49]=[N:50][CH:51]=[C:52]([C:31]2[CH:32]=[CH:33][C:28]([C:3]([CH2:4][CH3:5])([C:6]3[CH:11]=[CH:10][C:9]([C:12]#[C:13][C:14]([O:23][CH2:24][O:25][CH3:26])([C:19]([F:21])([F:22])[F:20])[C:15]([F:17])([F:18])[F:16])=[C:8]([CH3:27])[CH:7]=3)[CH2:1][CH3:2])=[CH:29][C:30]=2[CH3:43])[CH:53]=1 |f:2.3.4.5|. Procedure: A solution of 2-(4-{1-ethyl-1-[3-methyl-4-(4,4,4-trifluoro-3-methoxymethoxy-3-trifluoromethyl-1-butynyl)-phenyl]-propyl}-2-methyl-phenyl)-4,4,5,5-tetramethyl-[1,3,2]dioxaborolane (Example 25-(4); 47.7 mg, 0.1 mmol), (5-bromo-pyridin-3-yl)acetic acid methyl ester (Example 24-(2); 26.8 mg, 0.11 mmol), tetrakistriphenylphosphine palladium (12.5 mg, 0.0108 mmol) and potassium phosphate (24.7 mg, 0.11 mmol) in N,N-dimethylformamide (0.25 mL) was stirred with microwave heating at 140° C. for 10 minute... Starting materials: CC(C(=O)NC(C(=O)N1CCCC1c1cccc(Oc2ccccc2)c1)C1CCCCC1)N(C)C(=O)OC(C)(C)C, CC(C)(C)OC(=O)NC(C(=O)N1CCCC1c1nnn(Cc2ccccc2)n1)C1CCCCC1, ClCCl, O=C(O)C(F)(F)F. Product: NC(C(=O)N1CCCC1c1nnn(Cc2ccccc2)n1)C1CCCCC1. RXN SMILES: [C:1]([O:2][C:3](=[O:4])[N:5]([CH:6]([C:7](=[O:8])[NH:9][CH:10]([CH:11]1[CH2:12][CH2:13][CH2:14][CH2:15][CH2:16]1)[C:17](=[O:18])[N:19]1[CH2:20][CH2:21][CH2:22][CH:23]1[c:24]1[cH:25][cH:26][cH:27][c:28]([O:29][c:30]2[cH:31][cH:32][cH:33][cH:34][cH:35]2)[cH:36]1)[CH3:37])[CH3:38])([CH3:39])([CH3:40])[CH3:41].[C:42]([O:43][C:44](=[O:45])[NH:48][CH:49]([C:50](=[O:51])[N:52]1[CH:53]([c:57]2[n:58][n:59][n:60]([CH2:62][c:63]3[cH:64][cH:65][cH:66][cH:67][cH:68]3)[n:61]2)[CH2:54][CH2:55][CH2:56]1)[CH:69]1[CH2:70][CH2:71][CH2:72][CH2:73][CH2:74]1)([CH3:46])([CH3:47])[CH3:75].[Cl:83][CH2:84][Cl:85].[F:76][C:77]([F:78])([F:79])[C:80]([OH:81])=[O:82]>>[NH2:48][CH:49]([C:50](=[O:51])[N:52]1[CH:53]([c:57]2[n:58][n:59][n:60]([CH2:62][c:63]3[cH:64][cH:65][cH:66][cH:67][cH:68]3)[n:61]2)[CH2:54][CH2:55][CH2:56]1)[CH:69]1[CH2:70][CH2:71][CH2:72][CH2:73][CH2:74]1.